Task: describe an organic reaction: reactants, conditions, products, and yield. Dataset: the Open Reaction Database (ORD), a public repository of structured organic reaction records The reactants are C(C1=CC=CC=C1)OC(=O)N1[C@@H](C[C@H](C1)OC)CO ((2S,4R)-2-Hydroxymethyl-4-methoxy-pyrrolidine-1-carboxylic acid benzyl ester), Pd(C). Run in CO (MeOH). Conditions: time 12 hour. The product is CO[C@@H]1C[C@H](NC1)CO (((2S,4R)-4-Methoxy-pyrrolidin-2-yl)-methanol). Isolated yield 59.7%. RXN SMILES: C(OC([N:11]1[CH2:15][C@H:14]([O:16][CH3:17])[CH2:13][C@H:12]1[CH2:18][OH:19])=O)C1C=CC=CC=1>CO>[CH3:17][O:16][C@H:14]1[CH2:15][NH:11][C@H:12]([CH2:18][OH:19])[CH2:13]1. Procedure details: To 1.00 g (5.62 mmol) of (2S,4R)-2-Hydroxymethyl-4-methoxy-pyrrolidine-1-carboxylic acid benzyl ester in 3 mL of MeOH was added 0.1 g of 10% Pd(C) under 1 atmosphere of H2 while stirring for 12 h. The mixture was filtered through 0.22 μM Teflon filter concentrated and put under high vacuum for 2 h to give 0.44 g (96%) of ((2S,4R)-4-Methoxy-pyrrolidin-2-yl)-methanol as clear oil. LCMS (APCI) (M+H+) m/z: 266.2. The reactants are CN1CC2=C(NC=3C=CC(=CC23)C)CC1 (2,8-dimethyl-2,3,4,5-tetrahydro-1H-pyrido[4,3-b]indole), BrC=1C=NC2=CC=CC=C2C1 (3-bromoquinoline), [O-]P(=O)([O-])[O-].[K+].[K+].[K+] (potassium phosphate tribasic), N1[C@H](C(=O)O)CCC1 (L-proline). Reagents/catalysts: [Cu](I)I (copper iodide). The solvent is O (water), CN(C)C=O (DMF). Yields the product CN1CC2=C(N(C=3C=CC(=CC23)C)C=2C=NC3=CC=CC=C3C2)CC1 (2,8-dimethyl-5-quinolin-3-yl-2,3,4,5-tetrahydro-1H-pyrido[4,3-b]indole). Isolated yield 42.8%. As a reaction SMILES: [CH3:1][N:2]1[CH2:15][CH2:14][C:5]2[NH:6][C:7]3[CH:8]=[CH:9][C:10]([CH3:13])=[CH:11][C:12]=3[C:4]=2[CH2:3]1.Br[C:17]1[CH:18]=[N:19][C:20]2[C:25]([CH:26]=1)=[CH:24][CH:23]=[CH:22][CH:21]=2.[O-]P([O-])([O-])=O.[K+].[K+].[K+].N1CCC[C@H]1C(O)=O>CN(C=O)C.O.[Cu](I)I>[CH3:1][N:2]1[CH2:15][CH2:14][C:5]2[N:6]([C:17]3[CH:18]=[N:19][C:20]4[C:25]([CH:26]=3)=[CH:24][CH:23]=[CH:22][CH:21]=4)[C:7]3[CH:8]=[CH:9][C:10]([CH3:13])=[CH:11][C:12]=3[C:4]=2[CH2:3]1 |f:2.3.4.5|. Procedure: A solution of 2,8-dimethyl-2,3,4,5-tetrahydro-1H-pyrido[4,3-b]indole (500 mg, 2.50 mmol), 3-bromoquinoline (1.040 g, 5.0 mmol), potassium phosphate tribasic (1.325 g, 6.25 mmol), L-proline (87 mg, 0.756 mmol) and copper iodide (143 mg, 0.752 mmol) in DMF (4 mL) was stirred at 150° C. for 14 h. The reaction mixture was diluted with water and extracted with EtOAc (3×50 mL). The combined organic layer was dried over anhydrous sodium sulfate and concentrated under reduced pressure to afford crude ma... Starting materials: C(C)OC1=C(CCN)C=CC=C1C(C)C ((2-ethoxy-3-isopropylbenzyl)methylamine), C(C)(C)N(CC)C(C)C (diisopropyl-ethylamine), Cl.O=C1CCC=2C=C(C=NC2N1)/C=C/C(=O)O ((E)-3-(7-oxo-5,6,7,8-tetrahydro-[1,8]naphthyridin-3-yl)acrylic acid hydrochloride), O.ON1N=NC2=C1C=CC=C2 (1-hydroxybenzotriazole hydrate), Cl.CN(CCCN=C=NCC)C (1-(3-dimethylaminopropyl)-3-ethylcarbodiimide hydrochloride). Solvent: CN(C)C=O (DMF), O (H2O). Reaction conditions: time 18 hour. The product is C(C)OC1=C(CN(C(\C=C\C=2C=NC=3NC(CCC3C2)=O)=O)C)C=CC=C1C(C)C ((E)-N-(2-Ethoxy-3-isopropylbenzyl)-N-methyl-3-(7-oxo-5,6,7,8-tetrahydro-[1,8]naphthyridin-3-yl)acrylamide). Isolated yield 50.0%. As a reaction SMILES: [CH2:1]([O:3][C:4]1[C:12]([CH:13]([CH3:15])[CH3:14])=[CH:11][CH:10]=[CH:9][C:5]=1[CH2:6]CN)[CH3:2].[CH:16]([N:19](C(C)C)CC)(C)C.Cl.[O:26]=[C:27]1[NH:36][C:35]2[N:34]=[CH:33][C:32](/[CH:37]=[CH:38]/[C:39]([OH:41])=O)=[CH:31][C:30]=2[CH2:29][CH2:28]1.O.ON1C2C=CC=CC=2N=N1.Cl.CN(C)CCCN=C=NCC>CN(C=O)C.O>[CH2:1]([O:3][C:4]1[C:12]([CH:13]([CH3:14])[CH3:15])=[CH:11][CH:10]=[CH:9][C:5]=1[CH2:6][N:19]([CH3:16])[C:39](=[O:41])/[CH:38]=[CH:37]/[C:32]1[CH:33]=[N:34][C:35]2[NH:36][C:27](=[O:26])[CH2:28][CH2:29][C:30]=2[CH:31]=1)[CH3:2] |f:2.3,4.5,6.7|. Procedure details: A solution of (2-ethoxy-3-isopropylbenzyl)methylamine (0.223 g, 1.07 mmol) and diisopropyl-ethylamine (0.51 mL, 2.94 mmol) in DMF (20 mL) was treated sequentially with (E)-3-(7-oxo-5,6,7,8-tetrahydro-[1,8]naphthyridin-3-yl)acrylic acid hydrochloride (0.250 g, 0.981 mmol), 1-hydroxybenzotriazole hydrate (0.144 g, 1.07 mmol) and 1-(3-dimethylaminopropyl)-3-ethylcarbodiimide hydrochloride (0.205 g, 1.07 mmol). After stirring for 18 h, the reaction mixture was diluted with H2O (30 mL). The resulting... Product: COC(=O)c1nc(Br)sc1C. RXN SMILES: [Br-:16].[BrH:20].[CH3:18][OH:19].[N:12]([O-:13])=[O:14].[NH2:1][c:2]1[s:3][c:4]([CH3:11])[c:5]([C:7](=[O:8])[O:9][CH3:10])[n:6]1.[Na+:15].[OH2:17]>>[c:2]1([Br:16])[s:3][c:4]([CH3:11])[c:5]([C:7](=[O:8])[O:9][CH3:10])[n:6]1. Reactants: [Br-], Br, CO, O=N[O-], COC(=O)c1nc(N)sc1C, [Na+], O.